Dataset: the Open Reaction Database (ORD), a public repository of structured organic reaction records. Task: describe an organic reaction: reactants, conditions, products, and yield The reactants are O=C(Cl)c1ccccc1, CCN(C(C)C)C(C)C, ClCCl, Cc1cc(C)n(CC(=O)N2CCN(c3ccccc3N)CC2)n1. Yields the product Cc1cc(C)n(CC(=O)N2CCN(c3ccccc3NC(=O)c3ccccc3)CC2)n1. Reaction SMILES: [C:33]([c:34]1[cH:35][cH:36][cH:37][cH:38][cH:39]1)(=[O:40])[Cl:41].[CH:24]([N:25]([CH:26]([CH3:27])[CH3:28])[CH2:29][CH3:30])([CH3:31])[CH3:32].[Cl:42][CH2:43][Cl:44].[NH2:1][c:2]1[c:3]([N:8]2[CH2:9][CH2:10][N:11]([C:14]([CH2:15][n:16]3[n:17][c:18]([CH3:22])[cH:19][c:20]3[CH3:21])=[O:23])[CH2:12][CH2:13]2)[cH:4][cH:5][cH:6][cH:7]1>>[NH:1]([c:2]1[c:3]([N:8]2[CH2:9][CH2:10][N:11]([C:14]([CH2:15][n:16]3[n:17][c:18]([CH3:22])[cH:19][c:20]3[CH3:21])=[O:23])[CH2:12][CH2:13]2)[cH:4][cH:5][cH:6][cH:7]1)[C:33]([c:34]1[cH:35][cH:36][cH:37][cH:38][cH:39]1)=[O:40]. Reactants: C(C)(C)(C)NC1=NC(=C(C=C1F)Cl)F (2-(t-butylamino)-5-chloro-3,6-difluoropyridine), C(C1=CC=CC=C1)N (benzylamine). The solvent is CN1C(CCC1)=O (N-methylpyrrolidone). Run at temperature 150 celsius, time 1 day. Product: C(C1=CC=CC=C1)NC1=NC(=C(C=C1Cl)F)NC(C)(C)C (2-benzylamino-6-(t-butylamino)-3-chloro-5-fluoropyridine). The yield is 73.8%. As a reaction SMILES: [C:1]([NH:5][C:6]1[C:11]([F:12])=[CH:10][C:9]([Cl:13])=[C:8](F)[N:7]=1)([CH3:4])([CH3:3])[CH3:2].[CH2:15]([NH2:22])[C:16]1[CH:21]=[CH:20][CH:19]=[CH:18][CH:17]=1>CN1CCCC1=O>[CH2:15]([NH:22][C:8]1[C:9]([Cl:13])=[CH:10][C:11]([F:12])=[C:6]([NH:5][C:1]([CH3:4])([CH3:3])[CH3:2])[N:7]=1)[C:16]1[CH:21]=[CH:20][CH:19]=[CH:18][CH:17]=1. Procedure details: To 10 ml of N-methylpyrrolidone was added 6.8 g of 2-(t-butylamino)-5-chloro-3,6-difluoropyridine together with 8.0 g of benzylamine, and the mixture was stirred at 150° C. for one day, and allowed to cool. After 80 ml of chloroform, the mixture was washed three times with 300 ml of distilled water. The chloroform layer was dried over anhydrous magnesium sulfate and concentrated under reduced pressure. The residue was subjected to column chromatography (silica gel, 100 g; eluent: chloroform:n-he...